This data is from the Open Reaction Database (ORD), a public repository of structured organic reaction records. The task is: describe an organic reaction: reactants, conditions, products, and yield Reaction SMILES: [CH3:33][O:34][C:35]([CH:36]([CH2:37][c:38]1[cH:39][cH:40][cH:41][cH:42][cH:43]1)[NH:44][CH2:45][c:46]1[cH:47][cH:48][c:49]([CH2:52][CH2:53][CH2:54][CH2:55][CH3:56])[cH:50][cH:51]1)=[O:57].[CH:24]([N:25]([CH2:26][CH3:27])[CH:28]([CH3:29])[CH3:30])([CH3:31])[CH3:32].[Cl:16][C:17]([N:18]([CH3:19])[CH3:20])=[C:21]([CH3:22])[CH3:23].[Cl:58][CH2:59][Cl:60].[F:1][C:2]([c:3]1[cH:4][cH:5][c:6]([CH:7]=[CH:8][C:9](=[O:10])[OH:11])[cH:12][cH:13]1)([F:14])[F:15].[OH2:61]>>[F:1][C:2]([c:3]1[cH:4][cH:5][c:6]([CH:7]=[CH:8][C:9](=[O:11])[N:44]([CH:36]([C:35]([O:34][CH3:33])=[O:57])[CH2:37][c:38]2[cH:39][cH:40][cH:41][cH:42][cH:43]2)[CH2:45][c:46]2[cH:47][cH:48][c:49]([CH2:52][CH2:53][CH2:54][CH2:55][CH3:56])[cH:50][cH:51]2)[cH:12][cH:13]1)([F:14])[F:15]. Product: CCCCCc1ccc(CN(C(=O)C=Cc2ccc(C(F)(F)F)cc2)C(Cc2ccccc2)C(=O)OC)cc1. The reactants are CCCCCc1ccc(CNC(Cc2ccccc2)C(=O)OC)cc1, CCN(C(C)C)C(C)C, CC(C)=C(Cl)N(C)C, ClCCl, O=C(O)C=Cc1ccc(C(F)(F)F)cc1, O.